From a dataset of the Open Reaction Database (ORD), a public repository of structured organic reaction records. describe an organic reaction: reactants, conditions, products, and yield Procedure details: 500 ml of THF and 76.5 gm NaBH4 was stirred for 30 min. at ambient temperature. Solution of 2-Methyl-3-nitro benzoic acid in THF (250 g in 750 ml) was added and stirred for 0.5 hour at ambient temperature. Further, methanesulphonic acid (90 ml) was added to the reaction mixture and stirred until the completion of reaction. The reaction mixture is extracted with ethyl acetate by addition of Hydrochloric acid and product organic layer is separated out. Ethyl acetate is evaporated to give 2-Methyl-... Solvent: C1CCOC1 (THF), C1CCOC1 (THF). The reactants are [BH4-].[Na+] (NaBH4), CC1=C(C(=O)O)C=CC=C1[N+](=O)[O-] (2-Methyl-3-nitro benzoic acid), CS(=O)(=O)O (methanesulphonic acid). Yields the product CC1=C(CO)C=CC=C1[N+](=O)[O-] (2-Methyl-3-nitrobenzyl alcohol). Reaction SMILES: [BH4-].[Na+].[CH3:3][C:4]1[C:12]([N+:13]([O-:15])=[O:14])=[CH:11][CH:10]=[CH:9][C:5]=1[C:6](O)=[O:7].CS(O)(=O)=O>C1COCC1>[CH3:3][C:4]1[C:12]([N+:13]([O-:15])=[O:14])=[CH:11][CH:10]=[CH:9][C:5]=1[CH2:6][OH:7] |f:0.1|. Conditions: time 0.5 hour. The reactants are CC(Br)c1ccccc1CCl, O=C1OC(=O)c2ccccc21, O=C(O)CC(=O)O. The product is CC(=O)c1ccccc1C(=O)O. Reaction SMILES: [Cl:1][CH2:2][c:3]1[cH:4][cH:5][cH:6][cH:7][c:8]1[CH:9]([Br:10])[CH3:11].[O:12]=[C:13]1[O:14][C:15](=[O:16])[c:17]2[cH:18][cH:19][cH:20][cH:21][c:22]21.[OH:23][C:24]([CH2:25][C:26](=[O:27])[OH:28])=[O:29]>>[CH3:2][C:15](=[O:16])[c:17]1[cH:18][cH:19][cH:20][cH:21][c:22]1[C:13](=[O:12])[OH:14]. Starting materials: CC(C)(C)OC(=O)N1CCC(n2cc(C#N)[nH]c2=O)CC1, ClCCl, O=C(O)C(F)(F)F. The product is N#Cc1cn(C2CCNCC2)c(=O)[nH]1. As a reaction SMILES: [C:8](#[N:9])[c:10]1[nH:11][c:12](=[O:28])[n:13]([CH:15]2[CH2:16][CH2:17][N:18]([C:21]([O:22][C:23]([CH3:24])([CH3:25])[CH3:26])=[O:27])[CH2:19][CH2:20]2)[cH:14]1.[Cl:29][CH2:30][Cl:31].[OH:1][C:2]([C:3]([F:4])([F:5])[F:6])=[O:7]>>[C:8](#[N:9])[c:10]1[nH:11][c:12](=[O:28])[n:13]([CH:15]2[CH2:16][CH2:17][NH:18][CH2:19][CH2:20]2)[cH:14]1. Starting materials: COc1ccccc1OCCN(CCCCN1C(=O)c2ccccc2C1=O)Cc1ccccc1, CCO, Cl, NN, O. Yields the product COc1ccccc1OCCN(CCCCN)Cc1ccccc1. RXN SMILES: [CH2:4]([c:5]1[cH:6][cH:7][cH:8][cH:9][cH:10]1)[N:11]([CH2:12][CH2:13][CH2:14][CH2:15][N:16]1[C:17](=[O:18])[c:19]2[cH:20][cH:21][cH:22][cH:23][c:24]2[C:25]1=[O:26])[CH2:27][CH2:28][O:29][c:30]1[c:31]([O:36][CH3:37])[cH:32][cH:33][cH:34][cH:35]1.[CH3:39][CH2:40][OH:41].[ClH:38].[NH2:2][NH2:3].[OH2:1]>>[CH2:4]([c:5]1[cH:6][cH:7][cH:8][cH:9][cH:10]1)[N:11]([CH2:12][CH2:13][CH2:14][CH2:15][NH2:16])[CH2:27][CH2:28][O:29][c:30]1[c:31]([O:36][CH3:37])[cH:32][cH:33][cH:34][cH:35]1. Starting materials: S(=O)(Cl)Cl (Thionyl chloride), OCC1=CC=C2C=CC3=CC=CC4=CC=C1C2=C34 (1-hydroxymethylpyrene). The solvent is C1=CC=CC=C1 (benzene). Conditions: time 8 hour. The product is ClCC1=CC=C2C=CC3=CC=CC4=CC=C1C2=C34 (1-Chloromethylpyrene). Reaction SMILES: S(Cl)([Cl:3])=O.O[CH2:6][C:7]1[C:20]2[C:21]3=[C:22]4[C:17](=[CH:18][CH:19]=2)[CH:16]=[CH:15][CH:14]=[C:13]4[CH:12]=[CH:11][C:10]3=[CH:9][CH:8]=1>C1C=CC=CC=1>[Cl:3][CH2:6][C:7]1[C:20]2[C:21]3=[C:22]4[C:17](=[CH:18][CH:19]=2)[CH:16]=[CH:15][CH:14]=[C:13]4[CH:12]=[CH:11][C:10]3=[CH:9][CH:8]=1. Procedure: Thionyl chloride (15 mL, 200 mmol) was added dropwise to a suspension of 1-hydroxymethylpyrene (9.3 g, 40 mmol) in dry benzene (150 mL) at 0° C. and the mixture was stirred at room temperature overnight. Evaporation of the solvent under reduced pressure gave a creamy-white solid, m.p. 146°-148° C., yield: 9.6 g, 96%.